From a dataset of the Open Reaction Database (ORD), a public repository of structured organic reaction records. describe an organic reaction: reactants, conditions, products, and yield Reactants: C(C1=CC=CC=C1)OC(=O)N[C@@H](CC(N)=O)C(=O)N[C@H]([C@@H](C(=O)O)O)CC1=CC=CC=C1 ((2S,3S)-3-(N2 -benzyloxycarbonyl-L-asparaginyl)amino-2-hydroxy-4-phenylbutyric acid), C(C)(C)(C)OC(=O)N1[C@H](C(=O)NC(C)(C)C)C[C@@H](C1)N1CCOCC1 ((4S)-1-t-butoxycarbonyl-N-t-butyl-4-morpholino-L-prolinamide). The product is C(C1=CC=CC=C1)OC(=O)N[C@@H](CC(N)=O)C(=O)N[C@H]([C@@H](C(=O)N1[C@H](C(=O)NC(C)(C)C)C[C@@H](C1)N1CCOCC1)O)CC1=CC=CC=C1 ((4S)-1-[(2S,3S)-3-(N2 -Benzyloxycarbonyl-L-asparaginyl)amino-2-hydroxy-4-phenylbutyryl]-N-t-butyl-4-morpholino-L-prolinamide). Reaction SMILES: [CH2:1]([O:8][C:9]([NH:11][C@H:12]([C:17]([NH:19][C@@H:20]([CH2:26][C:27]1[CH:32]=[CH:31][CH:30]=[CH:29][CH:28]=1)[C@H:21]([OH:25])[C:22]([OH:24])=O)=[O:18])[CH2:13][C:14](=[O:16])[NH2:15])=[O:10])[C:2]1[CH:7]=[CH:6][CH:5]=[CH:4][CH:3]=1.C(OC([N:40]1[CH2:51][C@@H:50]([N:52]2[CH2:57][CH2:56][O:55][CH2:54][CH2:53]2)[CH2:49][C@H:41]1[C:42]([NH:44][C:45]([CH3:48])([CH3:47])[CH3:46])=[O:43])=O)(C)(C)C>>[CH2:1]([O:8][C:9]([NH:11][C@H:12]([C:17]([NH:19][C@@H:20]([CH2:26][C:27]1[CH:32]=[CH:31][CH:30]=[CH:29][CH:28]=1)[C@H:21]([OH:25])[C:22]([N:40]1[CH2:51][C@@H:50]([N:52]2[CH2:57][CH2:56][O:55][CH2:54][CH2:53]2)[CH2:49][C@H:41]1[C:42]([NH:44][C:45]([CH3:48])([CH3:46])[CH3:47])=[O:43])=[O:24])=[O:18])[CH2:13][C:14](=[O:16])[NH2:15])=[O:10])[C:2]1[CH:3]=[CH:4][CH:5]=[CH:6][CH:7]=1. Reported procedure: A procedure similar to that described in Example 1 was repeated, except that (2S,3S)-3-(N2 -benzyloxycarbonyl-L-asparaginyl)amino-2-hydroxy-4-phenylbutyric acid (prepared as described in Preparation 1) and (4S)-1-t-butoxycarbonyl-N-t-butyl-4-morpholino-L-prolinamide (prepared as described in Preparation 6) were used as starting materials, in relative proportions similar to those used in that Example, to obtain the title compound as colorless powdery crystals, melting at 115°-117° C.